The task is: describe an organic reaction: reactants, conditions, products, and yield. This data is from the Open Reaction Database (ORD), a public repository of structured organic reaction records. The reactants are O=C1NC(=O)c2ccccc21, C1CCOC1, CC(C)OC(=O)N=NC(=O)OC(C)C, CC(=NOCCO)c1cnc2nnn(Cc3ccc4ncccc4c3)c2n1, c1ccc(P(c2ccccc2)c2ccccc2)cc1. Product: CC(=NOCCN1C(=O)c2ccccc2C1=O)c1cnc2nnn(Cc3ccc4ncccc4c3)c2n1. As a reaction SMILES: [C:47]1(=[O:57])[NH:48][C:49](=[O:56])[c:50]2[cH:51][cH:52][cH:53][cH:54][c:55]21.[CH2:72]1[O:73][CH2:74][CH2:75][CH2:76]1.[N:58]([C:59]([O:60][CH:61]([CH3:62])[CH3:63])=[O:64])=[N:65][C:66]([O:67][CH:68]([CH3:69])[CH3:70])=[O:71].[OH:1][CH2:2][CH2:3][O:4][N:5]=[C:6]([CH3:7])[c:8]1[cH:9][n:10][c:11]2[c:12]([n:13]1)[n:14]([CH2:17][c:18]1[cH:19][c:20]3[cH:21][cH:22][cH:23][n:24][c:25]3[cH:26][cH:27]1)[n:15][n:16]2.[c:28]1([P:29]([c:30]2[cH:31][cH:32][cH:33][cH:34][cH:35]2)[c:36]2[cH:37][cH:38][cH:39][cH:40][cH:41]2)[cH:42][cH:43][cH:44][cH:45][cH:46]1>>[CH2:2]([CH2:3][O:4][N:5]=[C:6]([CH3:7])[c:8]1[cH:9][n:10][c:11]2[c:12]([n:13]1)[n:14]([CH2:17][c:18]1[cH:19][c:20]3[cH:21][cH:22][cH:23][n:24][c:25]3[cH:26][cH:27]1)[n:15][n:16]2)[N:48]1[C:47](=[O:57])[c:55]2[c:50]([cH:51][cH:52][cH:53][cH:54]2)[C:49]1=[O:56]. Starting materials: O=C(CBr)c1ccc(F)cc1F, CCO, [K+], O, N#C[S-]. Product: N#CSCC(=O)c1ccc(F)cc1F. RXN SMILES: [Br:1][CH2:2][C:3](=[O:4])[c:5]1[c:6]([F:12])[cH:7][c:8]([F:11])[cH:9][cH:10]1.[CH3:18][CH2:19][OH:20].[K+:13].[OH2:17].[S-:14][C:15]#[N:16]>>[CH2:2]([C:3](=[O:4])[c:5]1[c:6]([F:12])[cH:7][c:8]([F:11])[cH:9][cH:10]1)[S:14][C:15]#[N:16]. Starting materials: COc1cc(F)c(C)cc1[N+](=O)[O-], CS(C)=O, O=C(O)C(F)(F)F, O=C(O)C(F)(F)F, [K+], [K+], O=C(OCc1ccccc1)N1CCN(C2CCNCC2)CC1, O=C([O-])[O-], O. Product: COc1cc(N2CCC(N3CCN(C(=O)OCc4ccccc4)CC3)CC2)c(C)cc1[N+](=O)[O-]. RXN SMILES: [CH3:1][O:2][c:3]1[c:4]([N+:11](=[O:12])[O-:13])[cH:5][c:6]([CH3:10])[c:7]([F:9])[cH:8]1.[CH3:57][S:58]([CH3:59])=[O:60].[F:20][C:21]([F:22])([F:23])[C:24]([OH:25])=[O:26].[F:27][C:28]([F:29])([F:30])[C:31]([OH:32])=[O:33].[K+:14].[K+:15].[NH:34]1[CH2:35][CH2:36][CH:37]([N:40]2[CH2:41][CH2:42][N:43]([C:46](=[O:47])[O:48][CH2:49][c:50]3[cH:51][cH:52][cH:53][cH:54][cH:55]3)[CH2:44][CH2:45]2)[CH2:38][CH2:39]1.[O-:16][C:17]([O-:18])=[O:19].[OH2:56]>>[CH3:1][O:2][c:3]1[c:4]([N+:11](=[O:12])[O-:13])[cH:5][c:6]([CH3:10])[c:7]([N:34]2[CH2:35][CH2:36][CH:37]([N:40]3[CH2:41][CH2:42][N:43]([C:46](=[O:47])[O:48][CH2:49][c:50]4[cH:51][cH:52][cH:53][cH:54][cH:55]4)[CH2:44][CH2:45]3)[CH2:38][CH2:39]2)[cH:8]1. Starting materials: ClC1=CC(=C(C=C1)CC(=O)O)O (4-chloro-2-hydroxy-benzeneacetic acid), FC1=C(C=C(C=C1)S(=O)(=O)C)C(F)(F)F (1-fluoro-4-(methylsulfonyl)-2-(trifluoromethyl)-benzene), C([O-])([O-])=O.[Cs+].[Cs+] (cesium carbonate). The solvent is CN1CCCC1=O (NMP). Product: ClC1=CC(=C(C=C1)CC(=O)O)OC1=C(C=C(C=C1)S(=O)(=O)C)C(F)(F)F (4-chloro-2-[4-(methylsulfonyl)-2-(trifluoromethyl)phenoxy]-benzeneacetic acid). RXN SMILES: [Cl:1][C:2]1[CH:7]=[CH:6][C:5]([CH2:8][C:9]([OH:11])=[O:10])=[C:4]([OH:12])[CH:3]=1.F[C:14]1[CH:19]=[CH:18][C:17]([S:20]([CH3:23])(=[O:22])=[O:21])=[CH:16][C:15]=1[C:24]([F:27])([F:26])[F:25].C(=O)([O-])[O-].[Cs+].[Cs+]>CN1C(=O)CCC1>[Cl:1][C:2]1[CH:7]=[CH:6][C:5]([CH2:8][C:9]([OH:11])=[O:10])=[C:4]([O:12][C:14]2[CH:19]=[CH:18][C:17]([S:20]([CH3:23])(=[O:21])=[O:22])=[CH:16][C:15]=2[C:24]([F:25])([F:27])[F:26])[CH:3]=1 |f:2.3.4|. Procedure details: A solution of the product from step (ii) (0.125 g), the product of example 44 step (i) (0.150 g) and cesium carbonate (0.437 g) in NMP (10 ml) was stirred at 80° C. for 10 h. The mixture was partitioned between 2M sodium hydroxide and diethyl ether. The aqueous layer was acidified with 2M hydrochloric acid, extracted with ethyl acetate and the organic layer dried and evaporated under reduced pressure. The residue was purified using RP prep HPLC. Yield 0.025 g. Reactants: ClC1=CC=C2C(=CC=NC2=C1)O (7-chloroquinolin-4-ol), FC(C1=C(C=CC=C1)B(O)O)(F)F (2-(trifluoromethyl)phenylboronic acid), C1(CCCCC1)P(C1=C(C=CC=C1)C1=CC=CC=C1)C1CCCCC1 (2-(dicyclohexylphosphino)biphenyl), [O-]P(=O)([O-])[O-].[K+].[K+].[K+] (K3PO4). Reagents/catalysts: C(C)(=O)[O-].[Pd+2].C(C)(=O)[O-] (palladium acetate). Solvent: CCOC(=O)C (EtOAc), O (water), C1(=CC=CC=C1)C (toluene). Product: FC(C1=C(C=CC=C1)C1=CC=C2C(=CC=NC2=C1)O)(F)F (7-(2-Trifluoromethyl-phenyl)-quinolin-4-ol). Yield: 6.9%. As a reaction SMILES: Cl[C:2]1[CH:11]=[C:10]2[C:5]([C:6]([OH:12])=[CH:7][CH:8]=[N:9]2)=[CH:4][CH:3]=1.[F:13][C:14]([F:25])([F:24])[C:15]1[CH:20]=[CH:19][CH:18]=[CH:17][C:16]=1B(O)O.C1(P(C2CCCCC2)C2C=CC=CC=2C2C=CC=CC=2)CCCCC1.[O-]P([O-])([O-])=O.[K+].[K+].[K+]>C([O-])(=O)C.[Pd+2].C([O-])(=O)C.CCOC(C)=O.O.C1(C)C=CC=CC=1>[F:13][C:14]([F:25])([F:24])[C:15]1[CH:20]=[CH:19][CH:18]=[CH:17][C:16]=1[C:2]1[CH:11]=[C:10]2[C:5]([C:6]([OH:12])=[CH:7][CH:8]=[N:9]2)=[CH:4][CH:3]=1 |f:3.4.5.6,7.8.9|. Procedure details: Combine 7-chloroquinolin-4-ol (1000 mg, 5.55 mmol,) 2-(trifluoromethyl)phenylboronic acid (1583 mg, 8.33 mmol) and toluene (50 mL), and bubble nitrogen into the solution for 10 minutes. Add palladium acetate (25 mg, 0.11 mmol), 2-(dicyclohexylphosphino)biphenyl (78 mg, 0.22 mmol), and K3PO4 (2353 mg, 11.1 mmol) and heat at 90° C. for 16 hours. Let cool, add water (25 mL) and EtOAc (50 mL), and remove any insoluble material by filtration. Separate the EtOAc layer, and extract the aqueous layer tw... The reactants are Cl (HCl), [Li+].[OH-] (LiOH), C(C)OC(=O)C=1NC(=CC1)C1=CC=CC=C1 (5-phenyl-1H-pyrrole-2-carboxylic acid ethyl ester), O (water). Run in C1CCOC1.CO.O (THF MeOH H2O). Conditions: time 2 hour. Yields the product C1(=CC=CC=C1)C1=CC=C(N1)C(=O)O (5-Phenyl-1H-pyrrole-2-carboxylic acid). Yield: 63.8%. Reaction SMILES: [Li+].[OH-].C([O:5][C:6]([C:8]1[NH:9][C:10]([C:13]2[CH:18]=[CH:17][CH:16]=[CH:15][CH:14]=2)=[CH:11][CH:12]=1)=[O:7])C.O.Cl>C1COCC1.CO.O>[C:13]1([C:10]2[NH:9][C:8]([C:6]([OH:7])=[O:5])=[CH:12][CH:11]=2)[CH:14]=[CH:15][CH:16]=[CH:17][CH:18]=1 |f:0.1,5.6.7|. Reported procedure: LiOH (27.5 mg, 0.65 mmol) was added to a stirred solution of 5-phenyl-1H-pyrrole-2-carboxylic acid ethyl ester (67 mg, 0.31 mmol) in THF:MeOH:H2O (3:1:1, 3 mL), and the resulting mixture was stirred at room temperature for 2 hrs. The reaction mixture was concentrated under reduced pressure to get the residue. Cold water was then added and acidified it with 10% aqueous HCl, filtered the solid precipitated to afford 37 mg (63.79% yield) of 5-Phenyl-1H-pyrrole-2-carboxylic acid. LCMS Purity: 92.24%... The reactants are [OH-].[Na+] (sodium hydroxide), C1(CC=CCC1)C=C1C(NC(N1)=O)=O (5-(3-cyclohexene-1-yl)methylenehydantoin). Reagents/catalysts: [Pd] (palladium on carbon). Reaction conditions: temperature 45 celsius, time 9 hour. Product: C1(CCCCC1)CC1C(NC(N1)=O)=O (5-cyclohexylmethylhydantoin). Isolated yield 87.5%. As a reaction SMILES: [OH-].[Na+].[CH:3]1([CH:9]=[C:10]2[NH:14][C:13](=[O:15])[NH:12][C:11]2=[O:16])[CH2:8][CH2:7][CH:6]=[CH:5][CH2:4]1>[Pd]>[CH:3]1([CH2:9][CH:10]2[NH:14][C:13](=[O:15])[NH:12][C:11]2=[O:16])[CH2:4][CH2:5][CH2:6][CH2:7][CH2:8]1 |f:0.1|. Procedure: Twenty-five milliliters of a 5% aqueous sodium hydroxide solution, 3.84 g of 5-(3-cyclohexene-1-yl)methylenehydantoin and 0.43 g of wet 10% palladium on carbon (moisture 50%) were placed in a reactor equipped with a mechanical stirrer and a reflux condenser, and the mixture was reduced while stirring at 45° C. under a hydrogen pressure of 3.5 kg/cm2. After 9 hours, the palladium on carbon was removed by filtration, and the pH of the filtrate was adjusted to about 3 by addition of 1N hydrochloric...